describe an organic reaction: reactants, conditions, products, and yield From a dataset of the Open Reaction Database (ORD), a public repository of structured organic reaction records. Reactants: C(C)(C)(C)OC(N(C)CCBr)=O ((2-Bromo-ethyl)-methyl-carbamic acid tert-butyl ester), N12C[C@@H](C(CC1)CC2)OC(C(C2=CC=CC=C2)(C2=CC=CC=C2)O)=O (hydroxy-diphenyl-acetic acid (R)-(1-aza-bicyclo[2.2.2]oct-3-yl) ester). Run in CN(C)C=O (DMF). Conditions: temperature 60 celsius. The product is Br.[Br-].OC(C(=O)O[C@H]1C[N+]2(CCC1CC2)CCNC)(C2=CC=CC=C2)C2=CC=CC=C2 ((R)-3-(2-Hydroxy-2,2-diphenyl-acetoxy)-1-(2-methylamino-ethyl)-1-azonia-bicyclo [2.2.2]octane bromide hydrobromide). As a reaction SMILES: C(O[C:6](=O)[N:7]([CH2:9][CH2:10][Br:11])C)(C)(C)C.[N:13]12[CH2:20][CH2:19][CH:16]([CH2:17][CH2:18]1)[C@@H:15]([O:21][C:22](=[O:37])[C:23]([OH:36])([C:30]1[CH:35]=[CH:34][CH:33]=[CH:32][CH:31]=1)[C:24]1[CH:29]=[CH:28][CH:27]=[CH:26][CH:25]=1)[CH2:14]2>CN(C=O)C>[BrH:11].[Br-:11].[OH:36][C:23]([C:24]1[CH:29]=[CH:28][CH:27]=[CH:26][CH:25]=1)([C:30]1[CH:35]=[CH:34][CH:33]=[CH:32][CH:31]=1)[C:22]([O:21][C@@H:15]1[CH:16]2[CH2:17][CH2:18][N+:13]([CH2:10][CH2:9][NH:7][CH3:6])([CH2:20][CH2:19]2)[CH2:14]1)=[O:37] |f:3.4.5|. Procedure: (2-Bromo-ethyl)-methyl-carbamic acid tert-butyl ester (0.09 g, 0.38 mmol) is added to a solution of hydroxy-diphenyl-acetic acid (R)-(1-aza-bicyclo[2.2.2]oct-3-yl) ester (0.265 g, 0.79 mmol) in DMF (10 ml). The resulting mixture is heated at 60° C. for 5 hours and concentrated. This procedure is repeated twice giving the title compound as a mixture containing unreacted hydroxy-diphenyl-acetic acid (R)-(1-aza-bicyclo[2.2.2]oct-3-yl) ester.